This data is from the Open Reaction Database (ORD), a public repository of structured organic reaction records. The task is: describe an organic reaction: reactants, conditions, products, and yield The reactants are ClC1=C(C=2C=CC(=C(C2)C2C(C(OC(C2=O)(C)C)(C)C)=O)CC)C=CC(=C1)Cl (4-(2′,4′-dichloro-4-ethylbiphen-3-yl)-2,2,6,6-tetramethylpyran-3,5-dione), N(=O)[O-].[Na+] (sodium nitrite), ice water, [N+](=O)(O)[O-] (nitric acid). Run in C(C)(=O)O (acetic acid). Run at time 2 hour. The product is ClC1=C(C=2C=CC(=C(C2)C2(C(C(OC(C2=O)(C)C)(C)C)=O)[N+](=O)[O-])CC)C=CC(=C1)Cl (4-(2′,4′-dichloro-4-ethyl-biphen-3-yl)-2,2,6,6-tetramethyl-4-nitropyran-3,5-dione). Isolated yield 1202.4%. Reaction SMILES: [Cl:1][C:2]1[CH:27]=[C:26]([Cl:28])[CH:25]=[CH:24][C:3]=1[C:4]1[CH:5]=[CH:6][C:7]([CH2:22][CH3:23])=[C:8]([CH:10]2[C:15](=[O:16])[C:14]([CH3:18])([CH3:17])[O:13][C:12]([CH3:20])([CH3:19])[C:11]2=[O:21])[CH:9]=1.[N:29]([O-:31])=[O:30].[Na+].[N+]([O-])(O)=O>C(O)(=O)C>[Cl:1][C:2]1[CH:27]=[C:26]([Cl:28])[CH:25]=[CH:24][C:3]=1[C:4]1[CH:5]=[CH:6][C:7]([CH2:22][CH3:23])=[C:8]([C:10]2([N+:29]([O-:31])=[O:30])[C:15](=[O:16])[C:14]([CH3:17])([CH3:18])[O:13][C:12]([CH3:19])([CH3:20])[C:11]2=[O:21])[CH:9]=1 |f:1.2|. Reported procedure: To a solution of 4-(2′,4′-dichloro-4-ethylbiphen-3-yl)-2,2,6,6-tetramethylpyran-3,5-dione (0.200 g, 0.478 mmol) in glacial acetic acid (5 ml) is added sodium nitrite (0.0025 g, 0.036 mmol) then fuming nitric acid (0.12 ml). The mixture is stirred at room temperature for 2 hours, then the resulting slurry is poured into ice-water (50 ml). After swirling for 5 minutes the precipitate is filtered, dried, then washed with hexanes to afford 4-(2′,4′-dichloro-4-ethyl-biphen-3-yl)-2,2,6,6-tetramethyl-4... Isolated yield 51.0%. Procedure: 27 g of ethyldiisopropylamine, 18 g of lithium bromide and 46 g of 2-(4-chlorobutoxy) tetrahydropyran (86.3% pure according to GC) were added to 36.3 g of 3-methyl-5,6,7,8-tetrahydro-1H-pyrido[4,3-d]pyrimidine-2,4-dione in 1 l of dimethylformamide, with stirring, and the mixture was stirred for 5 h at 70° C. It was concentrated under reduced pressure and 34.5 g of crude 3-methyl-6-[4-(tetrahydropyran-2-yloxy)butyl]-5,6,7,8-tetrahydro-1H-pyrido[4,3-d]pyrimidine-2,4-dione were obtained after worki... Solvent: CN(C=O)C (dimethylformamide). Starting materials: C(C)N(C(C)C)C(C)C (ethyldiisopropylamine), [Br-].[Li+] (lithium bromide), ClCCCCOC1OCCCC1 (2-(4-chlorobutoxy) tetrahydropyran), CN1C(NC2=C(C1=O)CNCC2)=O (3-methyl-5,6,7,8-tetrahydro-1H-pyrido[4,3-d]pyrimidine-2,4-dione). As a reaction SMILES: C(N(C(C)C)C(C)C)C.[Br-].[Li+].Cl[CH2:13][CH2:14][CH2:15][CH2:16][O:17][CH:18]1[CH2:23][CH2:22][CH2:21][CH2:20][O:19]1.[CH3:24][N:25]1[C:30](=[O:31])[C:29]2[CH2:32][NH:33][CH2:34][CH2:35][C:28]=2[NH:27][C:26]1=[O:36]>CN(C)C=O>[CH3:24][N:25]1[C:30](=[O:31])[C:29]2[CH2:32][N:33]([CH2:13][CH2:14][CH2:15][CH2:16][O:17][CH:18]3[CH2:23][CH2:22][CH2:21][CH2:20][O:19]3)[CH2:34][CH2:35][C:28]=2[NH:27][C:26]1=[O:36] |f:1.2|. Product: CN1C(NC2=C(C1=O)CN(CC2)CCCCOC2OCCCC2)=O (3-methyl-6-[4-(tetrahydropyran-2-yloxy)butyl]-5,6,7,8-tetrahydro-1H-pyrido[4,3-d]pyrimidine-2,4-dione). Starting materials: C(C1=CC=CC=C1)ON(C1CCC2(OCC(CO2)(C)C)CC1)C1=C(C(=NC=C1)C)OC (4-[O-benzyl-N-(3,3-dimethyl-1,5-dioxaspiro[5.5]undec-9-yl)hydroxylamino]-3-methoxy-2-methylpyridine). Reagents/catalysts: [Ni] (Raney nickel). Solvent: CO (methanol). The product is CC1(COC2(OC1)CCC(CC2)NC2=C(C(=NC=C2)C)OC)C (4-(3,3-Dimethyl-1,5-dioxaspiro[5.5]undec-9-ylamino)-3-methoxy-2-methylpyridine). As a reaction SMILES: C(O[N:9]([C:23]1[CH:28]=[CH:27][N:26]=[C:25]([CH3:29])[C:24]=1[O:30][CH3:31])[CH:10]1[CH2:22][CH2:21][C:13]2([O:18][CH2:17][C:16]([CH3:20])([CH3:19])[CH2:15][O:14]2)[CH2:12][CH2:11]1)C1C=CC=CC=1>CO.[Ni]>[CH3:19][C:16]1([CH3:20])[CH2:17][O:18][C:13]2([CH2:12][CH2:11][CH:10]([NH:9][C:23]3[CH:28]=[CH:27][N:26]=[C:25]([CH3:29])[C:24]=3[O:30][CH3:31])[CH2:22][CH2:21]2)[O:14][CH2:15]1. Procedure: 6.5 g of 4-[O-benzyl-N-(3,3-dimethyl-1,5-dioxaspiro[5.5]undec-9-yl)hydroxylamino]-3-methoxy-2-methylpyridine in 70 ml of methanol are hydrogenated using 2 g of Raney nickel at normal pressure until absorption of hydrogen is complete. After filtering, the filtrate is concentrated and the product is dissolved in diisopropyl ether. Crystallization takes place on addition of hexane. 4.3 g=90%; m.p.: 45° C. The reactants are C(C)N(C1=CC=CC=C1)CCOC(C1=CC=CC=C1)=O (N-ethyl-(2-benzoyloxyethyl)aniline), P(=O)(Cl)(Cl)Cl (Phosphorous oxychloride), CN(C=O)C (dimethylformamide), [OH-].[Na+] (sodium hydroxide). Conditions: time 5 minute. Yields the product C(=O)C1=CC=C(N(CCOC(C2=CC=CC=C2)=O)CC)C=C1 (4-Formyl-N-ethyl-N-(2-benzoyloxyethyl)aniline). Yield: 82.0%. RXN SMILES: P(Cl)(Cl)(Cl)=O.[CH2:6]([N:8]([CH2:15][CH2:16][O:17][C:18](=[O:25])[C:19]1[CH:24]=[CH:23][CH:22]=[CH:21][CH:20]=1)[C:9]1[CH:14]=[CH:13][CH:12]=[CH:11][CH:10]=1)[CH3:7].[OH-].[Na+].CN(C)[CH:30]=[O:31]>>[CH:30]([C:12]1[CH:13]=[CH:14][C:9]([N:8]([CH2:6][CH3:7])[CH2:15][CH2:16][O:17][C:18](=[O:25])[C:19]2[CH:24]=[CH:23][CH:22]=[CH:21][CH:20]=2)=[CH:10][CH:11]=1)=[O:31] |f:2.3|. Procedure: Phosphorous oxychloride (0.33mL, 3.5 mmol) was added to dry dimethylformamide (3 mL) at 0° C. for 15 minutes. After cooling to room temperature, N-ethyl-(2-benzoyloxyethyl)aniline (1 g, 3.5 mmol) was added followed by stirring at room temperature for 5 minutes and then at 90° C. for 30 minutes. The dark green solution was then cooled to room temperature and made basic to pH 8 by addition of 1 molar sodium hydroxide solution. Product was extracted into diethyl ether (3×20 mL). The combined ether ... The reactants are ClC1=NC=2N(C(N(C(C2N1)=O)CCCCC(=O)O)=O)CC (5-(8-chloro-3-ethyl-2,6-dioxo-2,3,6,7-tetrahydro-1H-purin-1-yl)pentanoic acid), FC1=C(C(N)=NO)C=CC(=C1)F (2,4-difluorobenzamidoxime). Run in CS(=O)C (DMSO). Conditions: time 1 hour. Product: ClC1=NC=2N(C(N(C(C2N1)=O)CCCCC1=NC(=NO1)C1=C(C=C(C=C1)F)F)=O)CC (8-Chloro-1-{4-[3-(2,4-difluorophenyl)-1,2,4-oxadiazol-5-yl]butyl}-3-ethyl-3,7-dihydro-1H-purine-2,6-dione). RXN SMILES: [Cl:1][C:2]1[NH:10][C:9]2[C:8](=[O:11])[N:7]([CH2:12][CH2:13][CH2:14][CH2:15][C:16]([OH:18])=O)[C:6](=[O:19])[N:5]([CH2:20][CH3:21])[C:4]=2[N:3]=1.[F:22][C:23]1[CH:32]=[C:31]([F:33])[CH:30]=[CH:29][C:24]=1[C:25](=[N:27]O)[NH2:26]>CS(C)=O>[Cl:1][C:2]1[NH:10][C:9]2[C:8](=[O:11])[N:7]([CH2:12][CH2:13][CH2:14][CH2:15][C:16]3[O:18][N:26]=[C:25]([C:24]4[CH:29]=[CH:30][C:31]([F:33])=[CH:32][C:23]=4[F:22])[N:27]=3)[C:6](=[O:19])[N:5]([CH2:20][CH3:21])[C:4]=2[N:3]=1. Procedure: A solution of 5-(8-chloro-3-ethyl-2,6-dioxo-2,3,6,7-tetrahydro-1H-purin-1-yl)pentanoic acid (0.05 g, 0.16 mmol) in DMSO (1 ml) was treated with CDl (0.029 g, 0.18 mmol) and the mixture stirred at room temperature for 1 h. Subsequently, the mixture was treated with 2,4-difluorobenzamidoxime (0.03 g, 0.18 mmol) and then heated to 120° C. for 30 min. The product was purified from the crude mixture using MDAP. Product-containing fractions were evaporated using a stream of nitrogen and the resulting ... Starting materials: CCN=C=NCCCN(C)C, CCN(C(C)C)C(C)C, Cl, O=C(NCC(=O)N1CCNCC1)c1ccc(Oc2ccccc2)cc1, CN(C)C=O, O, O=C(O)c1ccc(F)cc1, On1nnc2ccccc21. Product: O=C(NCC(=O)N1CCN(C(=O)c2ccc(F)cc2)CC1)c1ccc(Oc2ccccc2)cc1. RXN SMILES: [CH3:20][CH2:21][N:22]=[C:23]=[N:24][CH2:25][CH2:26][CH2:27][N:28]([CH3:29])[CH3:30].[CH:1]([N:2]([CH2:3][CH3:4])[CH:5]([CH3:6])[CH3:7])([CH3:8])[CH3:9].[ClH:41].[O:42]=[C:43]([CH2:44][NH:45][C:46]([c:47]1[cH:48][cH:49][c:50]([O:53][c:54]2[cH:55][cH:56][cH:57][cH:58][cH:59]2)[cH:51][cH:52]1)=[O:60])[N:61]1[CH2:62][CH2:63][NH:64][CH2:65][CH2:66]1.[O:67]=[CH:68][N:69]([CH3:70])[CH3:71].[OH2:72].[OH:10][C:11](=[O:12])[c:13]1[cH:14][cH:15][c:16]([F:17])[cH:18][cH:19]1.[OH:31][n:32]1[c:33]2[c:34]([cH:35][cH:36][cH:37][cH:38]2)[n:39][n:40]1>>[C:11](=[O:12])([c:13]1[cH:14][cH:15][c:16]([F:17])[cH:18][cH:19]1)[N:64]1[CH2:63][CH2:62][N:61]([C:43](=[O:42])[CH2:44][NH:45][C:46]([c:47]2[cH:48][cH:49][c:50]([O:53][c:54]3[cH:55][cH:56][cH:57][cH:58][cH:59]3)[cH:51][cH:52]2)=[O:60])[CH2:66][CH2:65]1. Reactants: FC1=C(C(=CC(=C1)Br)F)C(F)(F)F (2,6-difluoro-4-bromobenzotrifluoride), [OH-].[K+] (potassium hydroxide), C(C)O (ethanol), three. Run at time 4 hour. The product is FC1=C(C(=CC(=C1)Br)OCC)C(F)(F)F (2-fluoro-4-bromo-6-ethoxybenzotrifluoride). RXN SMILES: F[C:2]1[CH:7]=[C:6]([Br:8])[CH:5]=[C:4]([F:9])[C:3]=1[C:10]([F:13])([F:12])[F:11].[OH-].[K+].[CH2:16]([OH:18])[CH3:17]>>[F:9][C:4]1[CH:5]=[C:6]([Br:8])[CH:7]=[C:2]([O:18][CH2:16][CH3:17])[C:3]=1[C:10]([F:13])([F:12])[F:11] |f:1.2|. Reported procedure: To a 500 ml three neck flask provided with a stirrer, thermometer, and cooling tube were added 20.0 g (76.7 mmol) of 2,6-difluoro-4-bromobenzotrifluoride, 12.9 g (222.9 mmol) of potassium hydroxide, and 100 ml of ethanol, and heated to reflux while being stirred for 4 hours. After unreacted ethanol was distilled off under a reduced pressure from the reaction mixture, 200 ml of water was added thereto and extracted with 200 ml of diethyl ether. The extract was washed with water (150 ml) thrice an...